Dataset: the Open Reaction Database (ORD), a public repository of structured organic reaction records. Task: describe an organic reaction: reactants, conditions, products, and yield Product: C(C)OC(\C=C(/C)\OC1=CC=CC2=C1N=C(O2)C)=O ((E)-3-(2-methyl-benzooxazol-4-yloxy)-but-2-enoic acid ethyl ester). Procedure details: A mixture of 2-methyl-benzooxazol-4-ol (0.940 g, 6.30 mmol), ethyl-2-butynoate (4.24 g, 37.81 mmol) and potassium carbonate (0.956 g, 6.92 mmol) in tetrahydrofuran (20 mL) was placed in a sealed tube and heated at 100° C. for 5.5 h. The reaction mixture was cooled to room temperature, filtered and concentrated in vacuo. The residue was purified by ISCO Combiflash chromatography (Analogix SF-25, 2% to 15% ethyl acetate/hexanes) which afforded (E)-3-(2-methyl-benzooxazol-4-yloxy)-but-2-enoic acid ... Yield: 55.9%. Run at temperature 100 celsius. Run in O1CCCC1 (tetrahydrofuran). Reactants: CC=1OC=2C(N1)=C(C=CC2)O (2-methyl-benzooxazol-4-ol), C(C)OC(C#CC)=O (ethyl-2-butynoate), C([O-])([O-])=O.[K+].[K+] (potassium carbonate). RXN SMILES: [CH3:1][C:2]1[O:3][C:4]2[C:5](=[C:7]([OH:11])[CH:8]=[CH:9][CH:10]=2)[N:6]=1.[CH2:12]([O:14][C:15](=[O:19])[C:16]#[C:17][CH3:18])[CH3:13].C(=O)([O-])[O-].[K+].[K+]>O1CCCC1>[CH2:12]([O:14][C:15](=[O:19])/[CH:16]=[C:17](/[O:11][C:7]1[C:5]2[N:6]=[C:2]([CH3:1])[O:3][C:4]=2[CH:10]=[CH:9][CH:8]=1)\[CH3:18])[CH3:13] |f:2.3.4|. The product is CC(CC(=O)NC=1SC(=CN1)C(=O)O)C (2-(3-methylbutanamido)thiazole-5-carboxylic acid). Reported procedure: The title compound was prepared as described in Example 52A, substituting 3-methylbutanoyl chloride for 2-cyclopentylacetyl chloride and methyl 2-aminothiazole-5-carboxylate for methyl 4-aminobenzoate. Reaction SMILES: [CH:1]1([CH2:6][C:7](Cl)=[O:8])[CH2:5]CC[CH2:2]1.[NH2:10][C:11]1[S:12][C:13]([C:16]([O:18]C)=[O:17])=[CH:14][N:15]=1.NC1C=CC(C(OC)=O)=CC=1>>[CH3:5][CH:1]([CH3:2])[CH2:6][C:7]([NH:10][C:11]1[S:12][C:13]([C:16]([OH:18])=[O:17])=[CH:14][N:15]=1)=[O:8]. Starting materials: C1(CCCC1)CC(=O)Cl (2-cyclopentylacetyl chloride), NC=1SC(=CN1)C(=O)OC (methyl 2-aminothiazole-5-carboxylate), NC1=CC=C(C(=O)OC)C=C1 (methyl 4-aminobenzoate). Starting materials: CC1(C2CCCC2)Cc2cc(OCC(=O)O)c(Cl)c(Cl)c2C1=O, O=S(Cl)Cl, c1ccccc1. Yields the product CC1(C2CCCC2)Cc2cc(OCC(=O)Cl)c(Cl)c(Cl)c2C1=O. RXN SMILES: [O:1]=[C:2]1[C:3]([CH3:18])([CH:19]2[CH2:20][CH2:21][CH2:22][CH2:23]2)[CH2:4][c:5]2[cH:6][c:7]([O:13][CH2:14][C:15](=[O:16])[OH:17])[c:8]([Cl:12])[c:9]([Cl:11])[c:10]21.[S:24]([Cl:25])([Cl:26])=[O:27].[cH:28]1[cH:29][cH:30][cH:31][cH:32][cH:33]1>>[O:1]=[C:2]1[C:3]([CH3:18])([CH:19]2[CH2:20][CH2:21][CH2:22][CH2:23]2)[CH2:4][c:5]2[cH:6][c:7]([O:13][CH2:14][C:15](=[O:16])[Cl:26])[c:8]([Cl:12])[c:9]([Cl:11])[c:10]21. Starting materials: COC(=O)C=O, CO, NNc1ccccc1Cl, Cl. Product: COC(=O)C=NNc1ccccc1Cl. Reaction SMILES: [C:1]([CH:2]=[O:3])(=[O:4])[O:5][CH3:6].[CH3:17][OH:18].[Cl:8][c:9]1[c:10]([NH:15][NH2:16])[cH:11][cH:12][cH:13][cH:14]1.[ClH:7]>>[C:1]([CH:2]=[N:16][NH:15][c:10]1[c:9]([Cl:8])[cH:14][cH:13][cH:12][cH:11]1)(=[O:4])[O:5][CH3:6]. Starting materials: S1C=NC(=C1)C=O (thiazole-4-carbaldehyde), BrC=1C2=C(SC1CCN(C)C)C=CC=C2 ([2-(3-bromo-benzo[b]thiophen-2-yl)-ethyl]-dimethyl-amine), CN(C)CCN(C)C (TMEDA), [Li]CCCC (nBuLi). Run in ClCCl (dichloromethane), C1(=CC=CC=C1)C (toluene). Conditions: temperature -78 celsius, time 40 minute. The product is CN(CCC1=C(C2=C(S1)C=CC=C2)C(O)C=2N=CSC2)C ([2-(2-dimethylamino-ethyl)-benzo[b]thiophen-3-yl]-thiazol-4-yl-methanol). Isolated yield 89.7%. RXN SMILES: Br[C:2]1[C:3]2[CH:15]=[CH:14][CH:13]=[CH:12][C:4]=2[S:5][C:6]=1[CH2:7][CH2:8][N:9]([CH3:11])[CH3:10].CN(CCN(C)C)C.[Li]CCCC.[S:29]1[CH:33]=[C:32]([CH:34]=[O:35])[N:31]=[CH:30]1>C1(C)C=CC=CC=1.ClCCl>[CH3:10][N:9]([CH3:11])[CH2:8][CH2:7][C:6]1[S:5][C:4]2[CH:12]=[CH:13][CH:14]=[CH:15][C:3]=2[C:2]=1[CH:34]([C:32]1[N:31]=[CH:30][S:29][CH:33]=1)[OH:35]. Procedure details: To a cooled (−78° C.) solution of [2-(3-bromo-benzo[b]thiophen-2-yl)-ethyl]-dimethyl-amine (200 mg, 0.7 mmol) in anhydrous toluene (8 mL), TMEDA (110 uL, 0.7 mmol) was added followed by nBuLi (0.47 mL, 0.75 mmol, 1.6M in hexanes). The mixture was stirred for 40 min at −78° C. and a solution of thiazole-4-carbaldehyde (0.32 g, 2.8 mmol) in dichloromethane (1 mL) was added. The mixture was stirred for 16 hrs during which the temperature reached room temperature. The reaction was quenched with wate... Starting materials: C(C)(C)(C)OC(=O)N1C(=CC2=CC=C(C=C12)Br)C1=C(N=NC(=C1)C1=CC=NC=C1)OC (6-Bromo-2-(3-methoxy-6-pyridin-4-yl-pyridazin-4-yl)-indole-1-carboxylic acid tert-butyl ester), CNS(=O)(=O)C1=CC=C(C=C1)C (N-methyl-para-toluenesulfonamide), C([O-])([O-])=O.[Cs+].[Cs+] (cesium carbonate), CC1(C2=C(C(=CC=C2)P(C3=CC=CC=C3)C4=CC=CC=C4)OC5=C(C=CC=C51)P(C6=CC=CC=C6)C7=CC=CC=C7)C (xantphos). Reagents/catalysts: C=1C=CC(=CC1)/C=C/C(=O)/C=C/C2=CC=CC=C2.C=1C=CC(=CC1)/C=C/C(=O)/C=C/C2=CC=CC=C2.C=1C=CC(=CC1)/C=C/C(=O)/C=C/C2=CC=CC=C2.[Pd].[Pd] (Pd2(dba)3). Solvent: C1(=CC=CC=C1)C (toluene). Conditions: temperature 130 celsius. Yields the product C(C)(C)(C)OC(=O)N1C(=CC2=CC=C(C=C12)N(S(=O)(=O)C1=CC=C(C=C1)C)C)C1=C(N=NC(=C1)C1=CC=NC=C1)OC (2-(3-methoxy-6-pyridin-4-yl-pyridazin-4-yl)-6-[methyl-(toluene-4-sulfonyl)-amino]-indole-1-carboxylic acid tert-butyl ester). Isolated yield 37.5%. As a reaction SMILES: [C:1]([O:5][C:6]([N:8]1[C:16]2[C:11](=[CH:12][CH:13]=[C:14](Br)[CH:15]=2)[CH:10]=[C:9]1[C:18]1[CH:23]=[C:22]([C:24]2[CH:29]=[CH:28][N:27]=[CH:26][CH:25]=2)[N:21]=[N:20][C:19]=1[O:30][CH3:31])=[O:7])([CH3:4])([CH3:3])[CH3:2].[CH3:32][NH:33][S:34]([C:37]1[CH:42]=[CH:41][C:40]([CH3:43])=[CH:39][CH:38]=1)(=[O:36])=[O:35].C(=O)([O-])[O-].[Cs+].[Cs+].CC1(C)C2C(=C(P(C3C=CC=CC=3)C3C=CC=CC=3)C=CC=2)OC2C(P(C3C=CC=CC=3)C3C=CC=CC=3)=CC=CC1=2>C1(C)C=CC=CC=1.C1C=CC(/C=C/C(/C=C/C2C=CC=CC=2)=O)=CC=1.C1C=CC(/C=C/C(/C=C/C2C=CC=CC=2)=O)=CC=1.C1C=CC(/C=C/C(/C=C/C2C=CC=CC=2)=O)=CC=1.[Pd].[Pd]>[C:1]([O:5][C:6]([N:8]1[C:16]2[C:11](=[CH:12][CH:13]=[C:14]([N:33]([CH3:32])[S:34]([C:37]3[CH:42]=[CH:41][C:40]([CH3:43])=[CH:39][CH:38]=3)(=[O:36])=[O:35])[CH:15]=2)[CH:10]=[C:9]1[C:18]1[CH:23]=[C:22]([C:24]2[CH:29]=[CH:28][N:27]=[CH:26][CH:25]=2)[N:21]=[N:20][C:19]=1[O:30][CH3:31])=[O:7])([CH3:4])([CH3:3])[CH3:2] |f:2.3.4,7.8.9.10.11|. Procedure: Under argon, 340 mg 6-Bromo-2-(3-methoxy-6-pyridin-4-yl-pyridazin-4-yl)-indole-1-carboxylic acid tert-butyl ester (see example 132), 157 mg N-methyl-para-toluenesulfonamide, 322 mg cesium carbonate, 32 mg Pd2(dba)3, and 30 mg xantphos are dissolved in 6.8 mL toluene. Argon is bubbled through the solution for 5 minutes. The reaction mixture is heated to 130° C. for 1 hour in a microwave oven. Then the reaction mixture is diluted with EtOAc and washed with water. The organic phase is dried (MgSO4)... Starting materials: CC(=O)c1ccc(F)c(Br)c1, CC(C)[N-]C(C)C, O=C(c1cc(Cl)cc(Cl)c1)C(F)(F)F, Cl, [Li+], C1CCOC1. Product: O=C(CC(O)(c1cc(Cl)cc(Cl)c1)C(F)(F)F)c1ccc(F)c(Br)c1. As a reaction SMILES: [Br:9][c:10]1[cH:11][c:12]([C:17]([CH3:18])=[O:19])[cH:13][cH:14][c:15]1[F:16].[CH:1]([N-:2][CH:3]([CH3:4])[CH3:5])([CH3:6])[CH3:7].[Cl:20][c:21]1[cH:22][c:23]([C:28]([C:29]([F:30])([F:31])[F:32])=[O:33])[cH:24][c:25]([Cl:27])[cH:26]1.[ClH:34].[Li+:8].[O:35]1[CH2:36][CH2:37][CH2:38][CH2:39]1>>[Br:9][c:10]1[cH:11][c:12]([C:17]([CH2:18][C:28]([c:23]2[cH:22][c:21]([Cl:20])[cH:26][c:25]([Cl:27])[cH:24]2)([C:29]([F:30])([F:31])[F:32])[OH:33])=[O:19])[cH:13][cH:14][c:15]1[F:16].